From a dataset of the Open Reaction Database (ORD), a public repository of structured organic reaction records. describe an organic reaction: reactants, conditions, products, and yield The reactants are C(CCCCCCCCCCCCCCC)(=O)OC(CC(=O)O)CCCCCCCCCCCCCCC (3-hexadecanoyloxyoctadecanoic acid), N[C@@H](C(C)C)C(=O)O (L-valine). Yields the product C(CCCCCCCCCCCCCCC)(=O)OC(CC(=O)N[C@@H](C(C)C)C(=O)O)CCCCCCCCCCCCCCC (N-(3-hexadecanoyloxyoctadecanoyl)-L-valine). Yield: 62.6%. Reaction SMILES: [C:1]([O:18][CH:19]([CH2:24][CH2:25][CH2:26][CH2:27][CH2:28][CH2:29][CH2:30][CH2:31][CH2:32][CH2:33][CH2:34][CH2:35][CH2:36][CH2:37][CH3:38])[CH2:20][C:21]([OH:23])=O)(=[O:17])[CH2:2][CH2:3][CH2:4][CH2:5][CH2:6][CH2:7][CH2:8][CH2:9][CH2:10][CH2:11][CH2:12][CH2:13][CH2:14][CH2:15][CH3:16].[NH2:39][C@H:40]([C:44]([OH:46])=[O:45])[CH:41]([CH3:43])[CH3:42]>>[C:1]([O:18][CH:19]([CH2:24][CH2:25][CH2:26][CH2:27][CH2:28][CH2:29][CH2:30][CH2:31][CH2:32][CH2:33][CH2:34][CH2:35][CH2:36][CH2:37][CH3:38])[CH2:20][C:21]([NH:39][C@H:40]([C:44]([OH:46])=[O:45])[CH:41]([CH3:43])[CH3:42])=[O:23])(=[O:17])[CH2:2][CH2:3][CH2:4][CH2:5][CH2:6][CH2:7][CH2:8][CH2:9][CH2:10][CH2:11][CH2:12][CH2:13][CH2:14][CH2:15][CH3:16]. Reported procedure: Starting from 3-hexadecanoyloxyoctadecanoic acid (10.8 g) prepared by the method described in Preparation 2 and L-valine (5.85 g), N-(3-hexadecanoyloxyoctadecanoyl)-L-valine (8 g) was obtained as crystals according to a similar manner to that of Example 6. The reactants are [Br-].P(=O)(O)(O)C1(CC2CCC[N+](C2C1)(C)CCSC(C)=O)P(=O)(O)O (Octahydro-6,6-diphosphono-1-(2-acetylthioethyl)-1-methyl-1-pyrindinium bromide), C (charcoal), Cl (HCl). The product is [Cl-].P(=O)(O)(O)C1(CC2CCC[N+](C2C1)(C)CCS)P(=O)(O)O (Octahydro-6,6-diphosphono-1-(2-mercaptoethyl)-1-methyl-1-pyrindinium chloride). As a reaction SMILES: [Br-].[P:2]([C:6]1([P:22]([OH:25])([OH:24])=[O:23])[CH2:14][CH:13]2[CH:8]([CH2:9][CH2:10][CH2:11][N+:12]2([CH2:16][CH2:17][S:18]C(=O)C)[CH3:15])[CH2:7]1)([OH:5])([OH:4])=[O:3].C.[ClH:27]>>[Cl-:27].[P:22]([C:6]1([P:2]([OH:5])([OH:4])=[O:3])[CH2:14][CH:13]2[CH:8]([CH2:9][CH2:10][CH2:11][N+:12]2([CH2:16][CH2:17][SH:18])[CH3:15])[CH2:7]1)([OH:24])([OH:25])=[O:23] |f:0.1,4.5|. Procedure details: Octahydro-6,6-diphosphono-1-(2-acetylthioethyl)-1-methyl-1-pyrindinium bromide (0.05 mmol) is heated at reflux in 6N HCl (15 ml) under an atmosphere of nitrogen. The reaction mixture is cooled, treated with charcoal and filtered. The resulting filtrate is concentrated under reduced pressure. The resulting solid residue can be recrystallized from water and ethanol to provide the desired product. Starting materials: CS(=O)(=O)OC1CC2=CC=CC=C2C1 (2-Methylsulphonyloxyindane), C([O-])([O-])=O.[K+].[K+] (potassium carbonate), OC1=CC=C(OC(C(=O)OCCC)C)C=C1 (n-propyl 2-(4-hydroxyphenoxy)propionate), Cl (hydrochloric acid). The solvent is C(C)C(=O)C (methyl ethyl ketone), C(C)C(=O)C (methyl ethyl ketone). Run at time 8 hour. The product is C1C(CC2=CC=CC=C12)OC1=CC=C(OC(C(=O)OCCC)C)C=C1 (n-propyl 2-[4-(indan-2-yl-oxy)phenoxy]propionate). Isolated yield 12.2%. RXN SMILES: CS([O:5][CH:6]1[CH2:14][C:13]2[C:8](=[CH:9][CH:10]=[CH:11][CH:12]=2)[CH2:7]1)(=O)=O.C(=O)([O-])[O-].[K+].[K+].O[C:22]1[CH:36]=[CH:35][C:25]([O:26][CH:27]([CH3:34])[C:28]([O:30][CH2:31][CH2:32][CH3:33])=[O:29])=[CH:24][CH:23]=1.Cl>C(C(C)=O)C>[CH2:7]1[C:8]2[C:13](=[CH:12][CH:11]=[CH:10][CH:9]=2)[CH2:14][CH:6]1[O:5][C:22]1[CH:36]=[CH:35][C:25]([O:26][CH:27]([CH3:34])[C:28]([O:30][CH2:31][CH2:32][CH3:33])=[O:29])=[CH:24][CH:23]=1 |f:1.2.3|. Reported procedure: 2-Methylsulphonyloxyindane (15.9 g) in methyl ethyl ketone (80 ml) was treated with potassium carbonate (15.53 g). The mixture was stirred and then n-propyl 2-(4-hydroxyphenoxy)propionate (16.8 g) in methyl ethyl ketone (20 ml) was added dropwise. The mixture was stirred at 90°-100° for 2.5 hours and was then poured into dilute hydrochloric acid. The mixture was extracted with ethyl acetate and the extract was washed thoroughly with water, dried and concentrated to an oil which semi-solidified o... Reactants: C(C1=CC=CC=C1)N1CCC(CC1)NC(=O)C1=C(N(C2=CC=C(C=C12)O)CCCC)C (N-(1-benzyl-4-piperidyl)-1-butyl-5-hydroxy-2-methylindole-3-carboxamide), Cl (hydrochloric acid). Run in CO (methanol), C(C)O (ethanol), [C].[Pd] (palladium carbon). Run at time 6 hour. Product: Cl.C(CCC)N1C(=C(C2=CC(=CC=C12)O)C(=O)NC1CCNCC1)C (1-butyl-5-hydroxy-2-methyl-N-(4-piperidyl)indole-3-carboxamide hydrochloride). Reaction SMILES: C([N:8]1[CH2:13][CH2:12][CH:11]([NH:14][C:15]([C:17]2[C:25]3[C:20](=[CH:21][CH:22]=[C:23]([OH:26])[CH:24]=3)[N:19]([CH2:27][CH2:28][CH2:29][CH3:30])[C:18]=2[CH3:31])=[O:16])[CH2:10][CH2:9]1)C1C=CC=CC=1.[ClH:32]>CO.C(O)C.[C].[Pd]>[ClH:32].[CH2:27]([N:19]1[C:20]2[C:25](=[CH:24][C:23]([OH:26])=[CH:22][CH:21]=2)[C:17]([C:15]([NH:14][CH:11]2[CH2:12][CH2:13][NH:8][CH2:9][CH2:10]2)=[O:16])=[C:18]1[CH3:31])[CH2:28][CH2:29][CH3:30] |f:4.5,6.7|. Procedure: To a solution of 9 g of N-(1-benzyl-4-piperidyl)-1-butyl-5-hydroxy-2-methylindole-3-carboxamide in 100 ml of methanol were added 5 g of an 18% hydrochloric acid in ethanol and 4 g of 10% palladium carbon, and the mixture was subjected to catalytic hydrogenation at atmospheric pressure for 6 hours. After the catalyst was filtered off, the filtrate was concentrated under reduced pressure. The residue was crystallized with ethyl acetate and the resulting crystals were recrystallized from ethanol to... Reactants: II (iodine), [I-].[K+] (potassium iodide), N1C=CC2=CC=CC=C12 (indole), N1C(=NCCCC1)S (4,5,6,7-tetrahydro-1H-1,3-diazepine-2-thiol). The solvent is O (water), CO (methanol), CO (methanol). Conditions: time 2 hour. Product: I.N1C(=NCCCC1)SC1=CNC2=CC=CC=C12 (3-(4,5,6,7-tetrahydro-1H-1,3-diazepin-2-ylthio)-indole hydriodide). Reaction SMILES: [I:1]I.[I-].[K+].[NH:5]1[C:13]2[C:8](=[CH:9][CH:10]=[CH:11][CH:12]=2)[CH:7]=[CH:6]1.[NH:14]1[CH2:20][CH2:19][CH2:18][CH2:17][N:16]=[C:15]1[SH:21]>O.CO>[IH:1].[NH:16]1[CH2:17][CH2:18][CH2:19][CH2:20][N:14]=[C:15]1[S:21][C:7]1[C:8]2[C:13](=[CH:12][CH:11]=[CH:10][CH:9]=2)[NH:5][CH:6]=1 |f:1.2,7.8|. Reported procedure: A solution of 12.7 g of iodine and 20 g of potassium iodide in 100 ml of water is added dropwise to a well-stirred mixture of 5.85 g of indole in 20 ml methanol and 6.5 g of 4,5,6,7-tetrahydro-1H-1,3-diazepine-2-thiol in 100 ml methanol. The reaction mixture is stirred at room temperature for 2 hours. The crystalline precipitate formed was filtered off and recrystallized from a mixture of methanol, ethyl acetate and ether to afford 3-(4,5,6,7-tetrahydro-1H-1,3-diazepin-2-ylthio)-indole hydriodid... The reactants are CN1C(C)(C)CC(O)CC1(C)C, [Na], OCCOc1ccccc1, Cc1ccc(S(=O)(=O)O)cc1, c1ccccc1. Yields the product CN1C(C)(C)CC(OCCOc2ccccc2)CC1(C)C. RXN SMILES: [CH3:1][N:2]1[C:3]([CH3:11])([CH3:12])[CH2:4][CH:5]([OH:10])[CH2:6][C:7]1([CH3:8])[CH3:9].[Na:40].[O:24]([c:25]1[cH:26][cH:27][cH:28][cH:29][cH:30]1)[CH2:31][CH2:32][OH:33].[OH:13][S:14]([c:15]1[cH:16][cH:17][c:18]([CH3:19])[cH:20][cH:21]1)(=[O:22])=[O:23].[cH:34]1[cH:35][cH:36][cH:37][cH:38][cH:39]1>>[CH3:1][N:2]1[C:3]([CH3:11])([CH3:12])[CH2:4][CH:5]([O:10][CH2:32][CH2:31][O:24][c:25]2[cH:26][cH:27][cH:28][cH:29][cH:30]2)[CH2:6][C:7]1([CH3:8])[CH3:9]. Product: [N+](=O)([O-])C1=C(C=CC(=C1)C1=CSC=C1)NC(OC(C)(C)C)=O (tert-butyl 2-nitro-4-thien-3-ylphenylcarbamate). Procedure: To a solution of tert-butyl 4-bromo-2-nitrophenylcarbamate obtained in step IV preparation 4 above (1.0 eq) in toluene, was added 10 mol % of tetrakis Pd, heated to 90° C. for 30 min, then aq K2CO3 and ethanol were added, followed by addition of 3-thienyl boronic acid portionwise and then reaction was refluxed overnight. Water was added to the reaction mixture and the organic layer was separated, dried over anhydrous Na2SO4 and concentrated under reduced pressure to afford crude product, which, ... Yield: 88.0%. The reactants are S1C=C(C=C1)B(O)O (3-thienyl boronic acid), C(=O)([O-])[O-].[K+].[K+] (K2CO3), C(C)O (ethanol), BrC1=CC(=C(C=C1)NC(OC(C)(C)C)=O)[N+](=O)[O-] (tert-butyl 4-bromo-2-nitrophenylcarbamate). Reaction conditions: temperature 90 celsius. Reaction SMILES: Br[C:2]1[CH:7]=[CH:6][C:5]([NH:8][C:9](=[O:15])[O:10][C:11]([CH3:14])([CH3:13])[CH3:12])=[C:4]([N+:16]([O-:18])=[O:17])[CH:3]=1.C([O-])([O-])=O.[K+].[K+].C(O)C.[S:28]1[CH:32]=[CH:31][C:30](B(O)O)=[CH:29]1>C1(C)C=CC=CC=1.C1C=CC([P]([Pd]([P](C2C=CC=CC=2)(C2C=CC=CC=2)C2C=CC=CC=2)([P](C2C=CC=CC=2)(C2C=CC=CC=2)C2C=CC=CC=2)[P](C2C=CC=CC=2)(C2C=CC=CC=2)C2C=CC=CC=2)(C2C=CC=CC=2)C2C=CC=CC=2)=CC=1.[Pd].O>[N+:16]([C:4]1[CH:3]=[C:2]([C:30]2[CH:31]=[CH:32][S:28][CH:29]=2)[CH:7]=[CH:6][C:5]=1[NH:8][C:9](=[O:15])[O:10][C:11]([CH3:14])([CH3:13])[CH3:12])([O-:18])=[O:17] |f:1.2.3,7.8,^1:46,48,67,86|. The reagents and catalysts are C=1C=CC(=CC1)[P](C=2C=CC=CC2)(C=3C=CC=CC3)[Pd]([P](C=4C=CC=CC4)(C=5C=CC=CC5)C=6C=CC=CC6)([P](C=7C=CC=CC7)(C=8C=CC=CC8)C=9C=CC=CC9)[P](C=1C=CC=CC1)(C=1C=CC=CC1)C=1C=CC=CC1.[Pd] (tetrakis Pd). Solvent: C1(=CC=CC=C1)C (toluene), O (Water). Starting materials: ClC1=NC=NC2=CC(=C(C=C12)OC)OCCCN1CCOCC1 (4-chloro-6-methoxy-7-(3-morpholin-4-ylpropoxy)quinazoline), NC1=C(C=C(C2=C1OCO2)C#CCNC(=O)N2CCOCC2)Cl (N-[3-(7-amino-6-chloro-1,3-benzodioxol-4-yl)prop-2-yn-1-yl]morpholine-4-carboxamide), C[Si](C)(C)[N-][Si](C)(C)C.[Na+] (sodium bis(trimethylsilyl)amide). Solvent: CN(C)C=O (DMF). The product is ClC=1C=C(C2=C(OCO2)C1NC1=NC=NC2=CC(=C(C=C12)OC)OCCCN1CCOCC1)C#CCNC(=O)N1CCOCC1 (N-[3-(6-chloro-7-{[6-methoxy-7-(3-morpholin-4-ylpropoxy)quinazolin-4-yl]amino}-1,3-benzodioxol-4-yl)prop-2-yn-1-yl]morpholine-4-carboxamide). The yield is 72.1%. Reaction SMILES: Cl[C:2]1[C:11]2[C:6](=[CH:7][C:8]([O:14][CH2:15][CH2:16][CH2:17][N:18]3[CH2:23][CH2:22][O:21][CH2:20][CH2:19]3)=[C:9]([O:12][CH3:13])[CH:10]=2)[N:5]=[CH:4][N:3]=1.[NH2:24][C:25]1[C:30]2[O:31][CH2:32][O:33][C:29]=2[C:28]([C:34]#[C:35][CH2:36][NH:37][C:38]([N:40]2[CH2:45][CH2:44][O:43][CH2:42][CH2:41]2)=[O:39])=[CH:27][C:26]=1[Cl:46].C[Si]([N-][Si](C)(C)C)(C)C.[Na+]>CN(C=O)C>[Cl:46][C:26]1[CH:27]=[C:28]([C:34]#[C:35][CH2:36][NH:37][C:38]([N:40]2[CH2:41][CH2:42][O:43][CH2:44][CH2:45]2)=[O:39])[C:29]2[O:33][CH2:32][O:31][C:30]=2[C:25]=1[NH:24][C:2]1[C:11]2[C:6](=[CH:7][C:8]([O:14][CH2:15][CH2:16][CH2:17][N:18]3[CH2:23][CH2:22][O:21][CH2:20][CH2:19]3)=[C:9]([O:12][CH3:13])[CH:10]=2)[N:5]=[CH:4][N:3]=1 |f:2.3|. Reported procedure: This was prepared by the method described in example 4 using 4-chloro-6-methoxy-7-(3-morpholin-4-ylpropoxy)quinazoline (200 mg, 0.59 mmol), N-[3-(7-amino-6-chloro-1,3-benzodioxol-4-yl)prop-2-yn-1-yl]morpholine-4-carboxamide (220 mg, 0.65 mmol) and a solution of sodium bis(trimethylsilyl)amide (1.0M in THF, 1.24 ml) in DMF (3 ml). The crude product was purified by column chromatography on silica using 10% methanol in dichloromethane as eluent. There was thus obtained the title compound (272 mg, 7... Yields the product CC(C(=O)NC1=CC(=CC=C1)C1CCN(CC1)CCCCC1=C(N(C2=CC=CC=C12)C)C1=CC=CC=C1)C (2-METHYL-N-(3-{1-[4-(1-METHYL-2-PHENYL-1H-INDOL-3-YL)BUTYL]-4-PIPERIDINYL}PHENYL)PROPANAMIDE). As a reaction SMILES: [CH3:1][CH:2]([CH3:31])[C:3]([NH:5][C:6]1[CH:11]=[CH:10][CH:9]=[C:8]([CH:12]2[CH2:17][CH2:16][N:15]([CH2:18][CH2:19][CH2:20][CH2:21][CH2:22][C:23](=O)[C:24]3[CH:29]=[CH:28][CH:27]=[CH:26][CH:25]=3)[CH2:14][CH2:13]2)[CH:7]=1)=[O:4].[CH3:32][N:33]([C:35]1[CH:40]=[CH:39][CH:38]=[CH:37][CH:36]=1)N>>[CH3:1][CH:2]([CH3:31])[C:3]([NH:5][C:6]1[CH:11]=[CH:10][CH:9]=[C:8]([CH:12]2[CH2:17][CH2:16][N:15]([CH2:18][CH2:19][CH2:20][CH2:21][C:22]3[C:40]4[C:35](=[CH:36][CH:37]=[CH:38][CH:39]=4)[N:33]([CH3:32])[C:23]=3[C:24]3[CH:29]=[CH:28][CH:27]=[CH:26][CH:25]=3)[CH2:14][CH2:13]2)[CH:7]=1)=[O:4]. Reactants: CC(C(=O)NC1=CC(=CC=C1)C1CCN(CC1)CCCCCC(C1=CC=CC=C1)=O)C (2-methyl-N-{3-[1-(6-oxo-6-phenylhexyl)-4-piperidinyl]phenyl}propanamide), CN(N)C1=CC=CC=C1 (1-methyl-1-phenylhydrazine). Reported procedure: Prepared by Procedure E and Scheme M using 2-methyl-N-{3-[1-(6-oxo-6-phenylhexyl)-4-piperidinyl]phenyl}propanamide and 1-methyl-1-phenylhydrazine: ESMS m/e: 508.3 (M+H)+. The reactants are N(=O)OC(C)(C)C (tert-butyl nitrite), Ice water, CC(C)([O-])C.[K+] (Potassium tert-butoxide), COCN1C(CCN(C2=C1C=CC=C2)C2=CC=CC=C2)=O (1-methoxymethyl-2-oxo-5-phenyl-1,3,4,5-tetrahydro-2H-1,5-benzodiazepine), resultant mixture. Solvent: C1(=CC=CC=C1)C (toluene). Reaction conditions: time 18 hour. Yields the product COCN1C(C(CN(C2=C1C=CC=C2)C2=CC=CC=C2)NO)=O (1-methoxymethyl-2-oxo-3-hydroxyamino-5-phenyl-1,3,4,5-tetrahydro-2H-1,5-benzodiazepine). The yield is 70.6%. As a reaction SMILES: CC(C)([O-])C.[K+].[CH3:7][O:8][CH2:9][N:10]1[C:16]2[CH:17]=[CH:18][CH:19]=[CH:20][C:15]=2[N:14]([C:21]2[CH:26]=[CH:25][CH:24]=[CH:23][CH:22]=2)[CH2:13][CH2:12][C:11]1=[O:27].[N:28](OC(C)(C)C)=[O:29]>C1(C)C=CC=CC=1>[CH3:7][O:8][CH2:9][N:10]1[C:16]2[CH:17]=[CH:18][CH:19]=[CH:20][C:15]=2[N:14]([C:21]2[CH:26]=[CH:25][CH:24]=[CH:23][CH:22]=2)[CH2:13][CH:12]([NH:28][OH:29])[C:11]1=[O:27] |f:0.1|. Procedure details: Potassium tert-butoxide (57.8 g) was added to 1-methoxymethyl-2-oxo-5-phenyl-1,3,4,5-tetrahydro-2H-1,5-benzodiazepine (29.1 g) in absolute toluene (1 litter) at 0° C. The resultant mixture was stirred for 30 minutes at 0° C., and tert-butyl nitrite (31.9 g) was added thereto, followed by stirring for 18 hours at room temperature. Ice-water was added to the reaction mixture for separation of layers, and the aqueous layer was extracted with ethyl acetate. The organic layers were combined, washed w...